This data is from the Open Reaction Database (ORD), a public repository of structured organic reaction records. The task is: describe an organic reaction: reactants, conditions, products, and yield Reactants: CN1C(=CC2=CC(=CC=C12)CN1N=CC(=C1)C(=O)OCC)C (Ethyl 1-((1,2-dimethyl-1H-indol-5-yl)methyl)-1H-pyrazole-4-carboxylate), [OH-].[Na+] (NaOH), Cl (HCl). The solvent is O1CCOCC1 (dioxane). Conditions: time 16 hour. Yields the product CN1C(=CC2=CC(=CC=C12)CN1N=CC(=C1)C(=O)O)C (1-((1,2-dimethyl-1H-indol-5-yl)methyl)-1H-pyrazole-4-carboxylic acid). RXN SMILES: [CH3:1][N:2]1[C:10]2[C:5](=[CH:6][C:7]([CH2:11][N:12]3[CH:16]=[C:15]([C:17]([O:19]CC)=[O:18])[CH:14]=[N:13]3)=[CH:8][CH:9]=2)[CH:4]=[C:3]1[CH3:22].[OH-].[Na+].Cl>O1CCOCC1>[CH3:1][N:2]1[C:10]2[C:5](=[CH:6][C:7]([CH2:11][N:12]3[CH:16]=[C:15]([C:17]([OH:19])=[O:18])[CH:14]=[N:13]3)=[CH:8][CH:9]=2)[CH:4]=[C:3]1[CH3:22] |f:1.2|. Procedure details: A mixture of Ethyl 1-((1,2-dimethyl-1H-indol-5-yl)methyl)-1H-pyrazole-4-carboxylate (88%, 122 mg, 0.361 mmol) and 2 N NaOH (0.9 ml, 1.8 mmol) in dioxane (1 ml) was stirred at rt for 16 hours. The reaction mixture was acidified with 1 N HCl to pH 2 and extracted with EtOAc (2×). The combined organic layers were dried over Na2SO4, filtered and concentrated under vacuum to afford crude 1-((1,2-dimethyl-1H-indol-5-yl)methyl)-1H-pyrazole-4-carboxylic acid. Reaction SMILES: [Br:1][c:2]1[cH:3][cH:4][c:5]2[c:6]([n:7]1)[c:8]([CH3:35])[c:9]([CH:11]([CH:12]1[CH2:13][CH2:14][CH2:15][CH2:16][CH2:17]1)[NH:18][c:19]1[cH:20][cH:21][c:22]([C:25](=[O:26])[NH:27][CH2:28][CH2:29][C:30](=[O:31])[O:32][CH2:33][CH3:34])[cH:23][cH:24]1)[o:10]2.[CH3:43][CH2:44][OH:45].[Li+:41].[O:36]1[CH2:37][CH2:38][CH2:39][CH2:40]1.[OH-:42]>>[Br:1][c:2]1[cH:3][cH:4][c:5]2[c:6]([n:7]1)[c:8]([CH3:35])[c:9]([CH:11]([CH:12]1[CH2:13][CH2:14][CH2:15][CH2:16][CH2:17]1)[NH:18][c:19]1[cH:20][cH:21][c:22]([C:25](=[O:26])[NH:27][CH2:28][CH2:29][C:30](=[O:31])[OH:32])[cH:23][cH:24]1)[o:10]2. The product is Cc1c(C(Nc2ccc(C(=O)NCCC(=O)O)cc2)C2CCCCC2)oc2ccc(Br)nc12. Starting materials: CCOC(=O)CCNC(=O)c1ccc(NC(c2oc3ccc(Br)nc3c2C)C2CCCCC2)cc1, CCO, [Li+], C1CCOC1, [OH-]. The reactants are C[Si](C)(C)CCOCn1nc(I)c2cc(Br)ccc21, CNC1CCCCC1NC, CCOC(C)=O, [Cu]I, [K+], [K+], [K+], Nc1nc2cc(CO)ccc2n1C1CCCCC1, C1CCOC1, O=P([O-])([O-])[O-]. Product: C[Si](C)(C)CCOCn1nc(Nc2nc3cc(CO)ccc3n2C2CCCCC2)c2cc(Br)ccc21. Reaction SMILES: [Br:1][c:2]1[cH:3][c:4]2[c:5]([I:19])[n:6][n:7]([CH2:11][O:12][CH2:13][CH2:14][Si:15]([CH3:16])([CH3:17])[CH3:18])[c:8]2[cH:9][cH:10]1.[CH3:38][NH:39][CH:40]1[CH2:41][CH2:42][CH2:43][CH2:44][CH:45]1[NH:46][CH3:47].[CH3:61][CH2:62][O:63][C:64](=[O:65])[CH3:66].[Cu:67][I:68].[K+:53].[K+:54].[K+:55].[NH2:20][c:21]1[n:22][c:23]2[c:24]([n:25]1[CH:26]1[CH2:27][CH2:28][CH2:29][CH2:30][CH2:31]1)[cH:32][cH:33][c:34]([CH2:36][OH:37])[cH:35]2.[O:56]1[CH2:57][CH2:58][CH2:59][CH2:60]1.[P:48]([O-:49])([O-:50])([O-:51])=[O:52]>>[Br:1][c:2]1[cH:3][c:4]2[c:5]([NH:20][c:21]3[n:22][c:23]4[c:24]([n:25]3[CH:26]3[CH2:27][CH2:28][CH2:29][CH2:30][CH2:31]3)[cH:32][cH:33][c:34]([CH2:36][OH:37])[cH:35]4)[n:6][n:7]([CH2:11][O:12][CH2:13][CH2:14][Si:15]([CH3:16])([CH3:17])[CH3:18])[c:8]2[cH:9][cH:10]1. Starting materials: C1(=CC=CC=C1)C=1N=NC=C(C1)[Sn](CCCC)(CCCC)CCCC (3-Phenyl-5-(tri-n-butylstannyl)pyridazine), Cl.BrC1=CC=NC=C1 (4-bromopyridine hydrochloride). The reagents and catalysts are C=1C=CC(=CC1)[P](C=2C=CC=CC2)(C=3C=CC=CC3)[Pd]([P](C=4C=CC=CC4)(C=5C=CC=CC5)C=6C=CC=CC6)([P](C=7C=CC=CC7)(C=8C=CC=CC8)C=9C=CC=CC9)[P](C=1C=CC=CC1)(C=1C=CC=CC1)C=1C=CC=CC1 (Pd(PPh3)4). Solvent: C(Cl)Cl (CH2Cl2), [NH4+].[Cl-] (NH4Cl), C1CCOC1 (THF). Reaction conditions: temperature 150 celsius. Product: C1(=CC=CC=C1)C=1N=NC=C(C1)C1=CC=NC=C1 (3-Phenyl-5-(pyridin-4-yl)pridazine). Yield: 69.4%. As a reaction SMILES: [C:1]1([C:7]2[N:8]=[N:9][CH:10]=[C:11]([Sn](CCCC)(CCCC)CCCC)[CH:12]=2)[CH:6]=[CH:5][CH:4]=[CH:3][CH:2]=1.Cl.Br[C:28]1[CH:33]=[CH:32][N:31]=[CH:30][CH:29]=1>C1COCC1.C(Cl)Cl.[NH4+].[Cl-].C1C=CC([P]([Pd]([P](C2C=CC=CC=2)(C2C=CC=CC=2)C2C=CC=CC=2)([P](C2C=CC=CC=2)(C2C=CC=CC=2)C2C=CC=CC=2)[P](C2C=CC=CC=2)(C2C=CC=CC=2)C2C=CC=CC=2)(C2C=CC=CC=2)C2C=CC=CC=2)=CC=1>[C:1]1([C:7]2[N:8]=[N:9][CH:10]=[C:11]([C:28]3[CH:33]=[CH:32][N:31]=[CH:30][CH:29]=3)[CH:12]=2)[CH:2]=[CH:3][CH:4]=[CH:5][CH:6]=1 |f:1.2,5.6,^1:47,49,68,87|. Reported procedure: 3-Phenyl-5-(tri-n-butylstannyl)pyridazine (110 mg, 0.247 mmol), 4-bromopyridine hydrochloride (72 mg, 0.370 mmol) and Pd(PPh3)4 (10 mg) in THF (2 ml) were combined and heated to 150° C. for 60 min in a Smith Synthesiser microwave reactor (Personal Chemistry, Uppsala, Sweden). The reaction was diluted with CH2Cl2 (6 ml) and NH4Cl (2 ml) then poured into PTFE (5 μM) fritted syringe barrels. The organic phase was collected and concentrated while loading onto silica. The compound was purified by dry... Reactants: N(N)C1=NC(=NC(=C1C1=CC=CC=C1)C1=CC=C(C=C1)C)C(F)(F)F (4-hydrazino-6-(4-methylphenyl)-5-phenyl-2-(trifluoromethyl)pyrimidine), Cl (hydrochloric acid), N1=CC=CC=C1 (pyridine), C(C)(=O)Cl (acetyl chloride). Run in ClCCl (dichloromethane). Conditions: time 2 hour. Product: CC1=CC=C(C=C1)C1=C(C(=NC(=N1)C(F)(F)F)NNC(C)=O)C1=CC=CC=C1 (N′-[6-(4-methylphenyl)-5-phenyl-2-(trifluoromethyl)pyrimidin-4-yl]acetohydrazide). Isolated yield 78.4%. Reaction SMILES: [NH:1]([C:3]1[C:8]([C:9]2[CH:14]=[CH:13][CH:12]=[CH:11][CH:10]=2)=[C:7]([C:15]2[CH:20]=[CH:19][C:18]([CH3:21])=[CH:17][CH:16]=2)[N:6]=[C:5]([C:22]([F:25])([F:24])[F:23])[N:4]=1)[NH2:2].N1C=CC=CC=1.[C:32](Cl)(=[O:34])[CH3:33].Cl>ClCCl>[CH3:21][C:18]1[CH:19]=[CH:20][C:15]([C:7]2[N:6]=[C:5]([C:22]([F:25])([F:24])[F:23])[N:4]=[C:3]([NH:1][NH:2][C:32](=[O:34])[CH3:33])[C:8]=2[C:9]2[CH:10]=[CH:11][CH:12]=[CH:13][CH:14]=2)=[CH:16][CH:17]=1. Procedure details: To a solution of 4-hydrazino-6-(4-methylphenyl)-5-phenyl-2-(trifluoromethyl)pyrimidine (0.23 g, 0.66 mmol) (synthesized according to the procedure described in example 22) in dichloromethane (5 ml) and pyridine (0.06 g, 0.8 mmol), acetyl chloride (0.6 g, 0.7 mmol) was added dropwise at room temperature over a period of ten minutes under stirring. Stirring was continued for two hours and the resultant reaction mass was poured onto ice-water mixture and neutralised with hydrochloric acid. The reac... Starting materials: CON(C)C(=O)c1sccc1S(=O)(=O)Nc1onc(C)c1Br, C1CCOC1, Cc1ccc(C[Mg+])cc1, [Cl-]. The product is Cc1ccc(CC(=O)c2sccc2S(=O)(=O)Nc2onc(C)c2Br)cc1. As a reaction SMILES: [Br:11][c:12]1[c:13]([CH3:32])[n:14][o:15][c:16]1[NH:17][S:18](=[O:19])(=[O:20])[c:21]1[c:22]([C:26](=[O:27])[N:28]([CH3:29])[O:30][CH3:31])[s:23][cH:24][cH:25]1.[CH2:33]1[O:34][CH2:35][CH2:36][CH2:37]1.[CH3:2][c:3]1[cH:4][cH:5][c:6]([CH2:7][Mg+:8])[cH:9][cH:10]1.[Cl-:1]>>[CH3:2][c:3]1[cH:4][cH:5][c:6]([CH2:7][C:26]([c:22]2[c:21]([S:18]([NH:17][c:16]3[c:12]([Br:11])[c:13]([CH3:32])[n:14][o:15]3)(=[O:19])=[O:20])[cH:25][cH:24][s:23]2)=[O:27])[cH:9][cH:10]1. The reactants are C(C=1C(N)=CC=CC1)(=O)O (anthranilic acid), BrC=1C(N(C(C1)=O)C(C#N)(C)C(C)C)=O (3-bromo-α-isopropyl-α-methyl-2,5-dioxo-3-pyrroline-1-acetonitrile), C(C)(C)O (isopropanol), C(C)(=O)[O-].[Na+] (sodium acetate). The solvent is CCOCC (ether). Reaction conditions: time 3 day. Yields the product C(#N)C(C(C)C)(C)N1C(C(=CC1=O)NC=1C(C(=O)O)=CC=CC1)=O (N-[1-(1-cyano-1,2-dimethylpropyl)-2,5-dioxo-3-pyrrolin-3-yl]anthranilic acid). Isolated yield 96.5%. RXN SMILES: [C:1]([OH:10])(=[O:9])[C:2]1[C:3](=[CH:5][CH:6]=[CH:7][CH:8]=1)[NH2:4].Br[C:12]1[C:13](=[O:25])[N:14]([C:18]([CH:22]([CH3:24])[CH3:23])([CH3:21])[C:19]#[N:20])[C:15](=[O:17])[CH:16]=1.C(O)(C)C.C([O-])(=O)C.[Na+]>CCOCC>[C:19]([C:18]([N:14]1[C:13](=[O:25])[CH:12]=[C:16]([NH:4][C:3]2[C:2](=[CH:8][CH:7]=[CH:6][CH:5]=2)[C:1]([OH:10])=[O:9])[C:15]1=[O:17])([CH3:21])[CH:22]([CH3:23])[CH3:24])#[N:20] |f:3.4|. Procedure details: A mixture of anthranilic acid, (13.7 g, 0.1 mol), 3-bromo-α-isopropyl-α-methyl-2,5-dioxo-3-pyrroline-1-acetonitrile (27 g, 0.1 mol), isopropanol (200 ml) and sodium acetate (8.2 g) is stirred at room temperature 3 days and then is heated at reflux 1 hour. On cooling, and with the addition of ether, a yellow solid 31.6 g, (19.7%) is obtained, mp 262°-266° C. after crystallizing from acetic acid. Anal. calcd. for C17H17N3O4 : C, 62.37; H, 5.24; N, 12.84. Found: C, 62.24; H, 5.19; N, 12.70. Starting materials: C1=CC=CC=2OC3=CC=CC=C3C(C12)C(=O)O (9-Xanthenylcarboxylic acid), N[C@@H]1CN(CC1)CCC1=CC=CC=C1 ((S)-3-amino-1-(2-phenylethyl)pyrrolidine). Yields the product C1(=CC=CC=C1)CCN1C[C@H](CC1)NC(=O)C1C2=CC=CC=C2OC=2C=CC=CC12 ((S)-N-(1-(2-phenylethyl)pyrrolidin-3-yl)-9-xanthenylcarboxamide). RXN SMILES: [CH:1]1[C:14]2[CH:13]([C:15]([OH:17])=O)[C:12]3[C:7](=[CH:8][CH:9]=[CH:10][CH:11]=3)[O:6][C:5]=2[CH:4]=[CH:3][CH:2]=1.[NH2:18][C@H:19]1[CH2:23][CH2:22][N:21]([CH2:24][CH2:25][C:26]2[CH:31]=[CH:30][CH:29]=[CH:28][CH:27]=2)[CH2:20]1>>[C:26]1([CH2:25][CH2:24][N:21]2[CH2:22][CH2:23][C@H:19]([NH:18][C:15]([CH:13]3[C:14]4[CH:1]=[CH:2][CH:3]=[CH:4][C:5]=4[O:6][C:7]4[C:12]3=[CH:11][CH:10]=[CH:9][CH:8]=4)=[O:17])[CH2:20]2)[CH:27]=[CH:28][CH:29]=[CH:30][CH:31]=1. Reported procedure: 9-Xanthenylcarboxylic acid and (S)-3-amino-1-(2-phenylethyl)pyrrolidine were reacted under the same conditions as in Example 23 to give (S)-N-(1-(2-phenylethyl)pyrrolidin-3-yl)-9-xanthenylcarboxamide. The reactants are solution, [OH-].[K+] (KOH), C(C)OC=1C(=CC=2C(C[C@H]3[C@@H]4CC[C@@H]([C@@]4(C)CC[C@@H]3C2C1)OC(C)=O)=O)OC(C)=O (2-Ethoxy-3,17β-Diacetoxy-6-Oxoestra-1,3,5(10)-triene). The solvent is CO (methanol), CO (methanol). Conditions: time 4 hour. The product is C(C)OC=1C(=CC=2C(C[C@H]3[C@@H]4CC[C@@H]([C@@]4(C)CC[C@@H]3C2C1)O)=O)O (2-Ethoxy-6-Oxoestra-1,3,5(10)-Triene-3,17β-Diol). Isolated yield 92.1%. Reaction SMILES: [OH-].[K+].[CH2:3]([O:5][C:6]1[C:7]([O:29]C(=O)C)=[CH:8][C:9]2[C:10](=[O:28])[CH2:11][C@@H:12]3[C@@H:21]([C:22]=2[CH:23]=1)[CH2:20][CH2:19][C@@:17]1([CH3:18])[C@H:13]3[CH2:14][CH2:15][C@@H:16]1[O:24]C(=O)C)[CH3:4]>CO>[CH2:3]([O:5][C:6]1[C:7]([OH:29])=[CH:8][C:9]2[C:10](=[O:28])[CH2:11][C@@H:12]3[C@@H:21]([C:22]=2[CH:23]=1)[CH2:20][CH2:19][C@@:17]1([CH3:18])[C@H:13]3[CH2:14][CH2:15][C@@H:16]1[OH:24])[CH3:4] |f:0.1|. Procedure details: A 20% solution of KOH in methanol (5 mL) was added drcpwise to a suspension of estradiol (7) (0.95 g, 2.3 mmol) in anhydrous methanol (12 mL). The resulting reaction mixture was stirred at room temperature for 4 h. The solvent was removed under reduced pressure at 42-45° C. The residue was diluted with ice-water mixture (30 mL), and extracted with ethyl acetate (3×125 mL). The combined organic layer was washed with ice-cold water (30 mL), brine (30 mL) and dried over anhydrous sodium sulfite. Th... Reactants: CI, CN(C)C=O, FC(F)(F)I, CC1Cc2c(N3CCNCC3)c(F)c(N)c3c(=O)c(C(=O)O)cn1c23. The product is CC1Cc2c(N3CCN(C)CC3)c(F)c(N)c3c(=O)c(C(=O)O)cn1c23. As a reaction SMILES: [CH3:31][I:32].[CH3:33][N:34]([CH3:35])[CH:36]=[O:37].[F:26][C:27]([I:28])([F:29])[F:30].[N:1]1([c:7]2[c:8]([F:25])[c:9]([NH2:24])[c:10]3[c:11](=[O:23])[c:12]([C:20](=[O:21])[OH:22])[cH:13][n:14]4[c:15]3[c:16]2[CH2:17][CH:18]4[CH3:19])[CH2:2][CH2:3][NH:4][CH2:5][CH2:6]1>>[N:1]1([c:7]2[c:8]([F:25])[c:9]([NH2:24])[c:10]3[c:11](=[O:23])[c:12]([C:20](=[O:21])[OH:22])[cH:13][n:14]4[c:15]3[c:16]2[CH2:17][CH:18]4[CH3:19])[CH2:2][CH2:3][N:4]([CH3:27])[CH2:5][CH2:6]1.